From a dataset of the Open Reaction Database (ORD), a public repository of structured organic reaction records. describe an organic reaction: reactants, conditions, products, and yield The reactants are ice water, [NH4+].[OH-] (NH4OH), C(C)N1N=C(C=C1NC=1C(C(=O)O)=CC=CC1)C (N-(1-ethyl-3-methylpyrazol-5-yl) anthranilic acid), O=P(Cl)(Cl)Cl (POCl3). Yields the product ClC1=C2C(=NC3=CC=CC=C13)N(N=C2C)CC (4-chloro-1-ethyl-3-methyl-1H-pyrazolo[3,4-b]quinoline). Yield: 95.0%. As a reaction SMILES: [CH2:1]([N:3]1[C:7]([NH:8][C:9]2[C:10](=[CH:14][CH:15]=[CH:16][CH:17]=2)[C:11](O)=O)=[CH:6][C:5]([CH3:18])=[N:4]1)[CH3:2].[NH4+].[OH-].O=P(Cl)(Cl)[Cl:23]>>[Cl:23][C:11]1[C:10]2[C:9](=[CH:17][CH:16]=[CH:15][CH:14]=2)[N:8]=[C:7]2[N:3]([CH2:1][CH3:2])[N:4]=[C:5]([CH3:18])[C:6]=12 |f:1.2|. Procedure: A mixture of N-(1-ethyl-3-methylpyrazol-5-yl) anthranilic acid (7.0 g), 28.57 mmol) and POCl3 (210 ml) was refluxed for 24 hours. The reaction mixture was cooled to room temperature, poured into ice-water and neutralized with concentrated NH4OH to a pH of 8.0. The product which slowly crystallized from the solution was collected by filtration, washed with water and dried to afford 6.7 g (95%) of 4-chloro-1-ethyl-3-methyl-1H-pyrazolo[3,4-b]quinoline.